This data is from the Open Reaction Database (ORD), a public repository of structured organic reaction records. The task is: describe an organic reaction: reactants, conditions, products, and yield Reactants: C[Si](C)(C)[N-][Si](C)(C)C.[K+] (Potassium bis(trimethylsilyl)amide), C(C)(C)(C)OC(=O)N1CC(C(=O)OCC)CCC1 (Ethyl N-(t-butyloxycarbonyl)nipecotate), IC (Iodomethane). Run in O1CCCC1 (tetrahydrofuran), O1CCCC1 (tetrahydrofuran). Reaction conditions: temperature -78 celsius, time 15 minute. The product is C(C)(C)(C)OC(=O)N1CC(CCC1)(C(=O)OCC)C (Ethyl N-t-Butyloxycarbonyl-3-methylpiperidine-3-carboxylate). The yield is 88.8%. Reaction SMILES: C[Si]([N-][Si](C)(C)C)(C)C.[K+].[C:11]([O:15][C:16]([N:18]1[CH2:28][CH2:27][CH2:26][CH:20]([C:21]([O:23][CH2:24][CH3:25])=[O:22])[CH2:19]1)=[O:17])([CH3:14])([CH3:13])[CH3:12].I[CH3:30]>O1CCCC1>[C:11]([O:15][C:16]([N:18]1[CH2:28][CH2:27][CH2:26][C:20]([CH3:30])([C:21]([O:23][CH2:24][CH3:25])=[O:22])[CH2:19]1)=[O:17])([CH3:12])([CH3:13])[CH3:14] |f:0.1|. Procedure: Potassium bis(trimethylsilyl)amide (1200 ml, 0.5M in toluene, 0.6 mol) was added to a 3-necked 3-l flask equipped with an overhead stirrer, followed by tetrahydrofuran (90 ml) and the solution was cooled to −78° C. Ethyl N-(t-butyloxycarbonyl)nipecotate (100 g, 0.39 mol) in tetrahydrofuran (90 ml) was added dropwise and the resulting solution allowed to age for 15 minutes. Iodomethane (37.4 ml, 85.2 g, 0.6 mol) was added dropwise to the stirred solution keeping the temperature below −70° C. The ... Reactants: BrC1=CC=C(C=C1)C1=CN=C(N1)[C@H]1N(CCC1)C([C@H](C(C)C)NC(=S)N)=O (1-((S)-1-((S)-2-(5-(4-bromophenyl)-1H-imidazol-2-yl)pyrrolidin-1-yl)-3-methyl-1-oxobutan-2-yl)thiourea), ClCC=O (2-chloroacetaldehyde), ClCC=O (2-chloroacetaldehyde). Solvent: CCO (EtOH). Reaction conditions: temperature 70 celsius, time 12 hour. Yields the product BrC1=CC=C(C=C1)C1=CN=C(N1)[C@H]1N(CCC1)C([C@H](C(C)C)NC=1SC=CN1)=O ((S)-1-((S)-2-(5-(4-bromophenyl)-1H-imidazol-2-yl)pyrrolidin-1-yl)-3-methyl-2-(thiazol-2-ylamino)butan-1-one), foam. As a reaction SMILES: [Br:1][C:2]1[CH:7]=[CH:6][C:5]([C:8]2[NH:12][C:11]([C@@H:13]3[CH2:17][CH2:16][CH2:15][N:14]3[C:18](=[O:27])[C@@H:19]([NH:23][C:24]([NH2:26])=[S:25])[CH:20]([CH3:22])[CH3:21])=[N:10][CH:9]=2)=[CH:4][CH:3]=1.Cl[CH2:29][CH:30]=O>CCO>[Br:1][C:2]1[CH:7]=[CH:6][C:5]([C:8]2[NH:12][C:11]([C@@H:13]3[CH2:17][CH2:16][CH2:15][N:14]3[C:18](=[O:27])[C@@H:19]([NH:23][C:24]3[S:25][CH:29]=[CH:30][N:26]=3)[CH:20]([CH3:21])[CH3:22])=[N:10][CH:9]=2)=[CH:4][CH:3]=1. Procedure: A solution of 1-((S)-1-((S)-2-(5-(4-bromophenyl)-1H-imidazol-2-yl)pyrrolidin-1-yl)-3-methyl-1-oxobutan-2-yl)thiourea (1.29 g, 2.86 mmol) was dissolved in EtOH (50 mL) and 2-chloroacetaldehyde (0.4 mL, 3.15 mmol) was added. The mixture was heated at 70° C. overnight. A further portion of 2-chloroacetaldehyde (0.4 mL, 3.15 mmol) was added and heating continued for a further 12 h. The solution was concentrated in vacuo and the residue was purified by column chromatography (biotage), eluting with 50... Reactants: CC(=O)O[BH-](OC(C)=O)OC(C)=O, CC1(C)OC(=O)c2ccc(Oc3ccc(C=O)cc3F)cc2O1, NCCC1CC1, ClCCCl, [K+], [Na+], [OH-]. The product is CC1(C)OC(=O)c2ccc(Oc3ccc(CNCCC4CC4)cc3F)cc2O1. As a reaction SMILES: [C:30]([O:31][BH-:32]([O:33][C:34](=[O:35])[CH3:36])[O:37][C:38](=[O:39])[CH3:40])(=[O:41])[CH3:42].[CH3:1][C:2]1([CH3:23])[O:3][c:4]2[c:5]([cH:9][cH:10][c:11]([O:13][c:14]3[c:15]([F:22])[cH:16][c:17]([CH:18]=[O:19])[cH:20][cH:21]3)[cH:12]2)[C:6](=[O:8])[O:7]1.[CH:24]1([CH2:27][CH2:28][NH2:29])[CH2:25][CH2:26]1.[Cl:46][CH2:47][CH2:48][Cl:49].[K+:45].[Na+:43].[OH-:44]>>[CH3:1][C:2]1([CH3:23])[O:3][c:4]2[c:5]([cH:9][cH:10][c:11]([O:13][c:14]3[c:15]([F:22])[cH:16][c:17]([CH2:18][NH:29][CH2:28][CH2:27][CH:24]4[CH2:25][CH2:26]4)[cH:20][cH:21]3)[cH:12]2)[C:6](=[O:8])[O:7]1. The reactants are OCCNS(=O)(=O)C1=CC=C(C=C1)N1CCC(CC1)=O (N-(2-hydroxyethyl)-4-(4-oxo-piperidin-1-yl)-benzenesulfonamide), NC[C@H](O)C=1C=CC(=C(C1)NS(=O)(=O)C)O ((R)-N-[5-(2-amino-1-hydroxy-ethyl)-2-hydroxy-phenyl}-methanesulfonamide). Yields the product OCCNS(=O)(=O)C1=CC=C(C=C1)N1CCC(CC1)NC[C@@H](C1=CC(=C(C=C1)O)NS(=O)(=O)C)O (N-(2-Hydroxyethyl)-4-{4-[(2R)-2-hydroxy-2-(4-hydroxy-3-methanesulfonylamino-phenyl)-ethylamino]-piperidin-1-yl}-benzenesulfonamide), off-white solid. As a reaction SMILES: [OH:1][CH2:2][CH2:3][NH:4][S:5]([C:8]1[CH:13]=[CH:12][C:11]([N:14]2[CH2:19][CH2:18][C:17](=O)[CH2:16][CH2:15]2)=[CH:10][CH:9]=1)(=[O:7])=[O:6].[NH2:21][CH2:22][C@@H:23]([C:25]1[CH:26]=[CH:27][C:28]([OH:36])=[C:29]([NH:31][S:32]([CH3:35])(=[O:34])=[O:33])[CH:30]=1)[OH:24]>>[OH:1][CH2:2][CH2:3][NH:4][S:5]([C:8]1[CH:13]=[CH:12][C:11]([N:14]2[CH2:19][CH2:18][CH:17]([NH:21][CH2:22][C@H:23]([OH:24])[C:25]3[CH:26]=[CH:27][C:28]([OH:36])=[C:29]([NH:31][S:32]([CH3:35])(=[O:34])=[O:33])[CH:30]=3)[CH2:16][CH2:15]2)=[CH:10][CH:9]=1)(=[O:7])=[O:6]. Reported procedure: The title compound was prepared according to the procedure of Example 1 from 0.12 g (0.4 mmol) of Reference Example 30, N-(2-hydroxyethyl)-4-(4-oxo-piperidin-1-yl)-benzenesulfonamide, and 0.12 g (0.5 mmol) of (R)-N-[5-(2-amino-1-hydroxy-ethyl)-2-hydroxy-phenyl}-methanesulfonamide, yielding 0.22 g of an off-white solid; m.p. 78-81° C.; MS (ES) m/z 529.2 (MH+); HRMS (ES) Calcd. for C22H33N4O7S2 (MH+): 529.1785, Found: 529.1779. Starting materials: [OH-].[Na+] (NaOH), C(C1=CC=CC=C1)OC=1C=C2C(=CN1)OC(=C2C(=O)OC)C2=CC=C(C=C2)F (methyl 5-(benzyloxy)-2-(4-fluorophenyl)furo[2,3-c]pyridine-3-carboxylate). Run in C1CCOC1 (THF), CO (MeOH), C(C)(=O)OCC (ethyl acetate). Yields the product C(C1=CC=CC=C1)OC=1C=C2C(=CN1)OC(=C2C(=O)O)C2=CC=C(C=C2)F (5-(benzyloxy)-2-(4-fluorophenyl)furo[2,3-c]pyridine-3-carboxylic acid). Yield: 100.0%. Reaction SMILES: [OH-].[Na+].[CH2:3]([O:10][C:11]1[CH:12]=[C:13]2[C:19]([C:20]([O:22]C)=[O:21])=[C:18]([C:24]3[CH:29]=[CH:28][C:27]([F:30])=[CH:26][CH:25]=3)[O:17][C:14]2=[CH:15][N:16]=1)[C:4]1[CH:9]=[CH:8][CH:7]=[CH:6][CH:5]=1>C1COCC1.CO.C(OCC)(=O)C>[CH2:3]([O:10][C:11]1[CH:12]=[C:13]2[C:19]([C:20]([OH:22])=[O:21])=[C:18]([C:24]3[CH:25]=[CH:26][C:27]([F:30])=[CH:28][CH:29]=3)[O:17][C:14]2=[CH:15][N:16]=1)[C:4]1[CH:5]=[CH:6][CH:7]=[CH:8][CH:9]=1 |f:0.1|. Reported procedure: NaOH (27.8 mL, 27.8 mmol, 1M aq.) was added to a stirring solution of methyl 5-(benzyloxy)-2-(4-fluorophenyl)furo[2,3-c]pyridine-3-carboxylate (2.62 g, 6.94 mmol) in THF (174 mL) and MeOH (174 mL) at 60° C. for 2 hours. The mixture was diluted with ethyl acetate and washed with 1M HCl, and sat NaCl. The organic phase was dried over Na2SO4, filtered and concentrated to give the expected product 5-(benzyloxy)-2-(4-fluorophenyl)furo[2,3-c]pyridine-3-carboxylic acid (2.52 g, 6.94 mmol, 100% yield) c... Reactants: FC(C(F)(F)F)(C1=NNC=N1)F (3-(pentafluoroethyl)-1H-1,2,4-triazole), C=O (paraformaldehyde). Solvent: CC(=O)C (acetone). Conditions: temperature 150 celsius, time 5 hour. Product: FC(C(F)(F)F)(C1=NN(C=N1)CO)F (3-(pentafluoroethyl)-1H-1,2,4-triazole 1-ylmethanol). Yield: 90.3%. Reaction SMILES: [F:1][C:2]([F:12])([C:7]1[N:11]=[CH:10][NH:9][N:8]=1)[C:3]([F:6])([F:5])[F:4].[CH2:13]=[O:14]>CC(C)=O>[F:12][C:2]([F:1])([C:7]1[N:11]=[CH:10][N:9]([CH2:13][OH:14])[N:8]=1)[C:3]([F:6])([F:5])[F:4]. Procedure: The mixture of 1.45 g of 3-(pentafluoroethyl)-1H-1,2,4-triazole and 0.46 g of paraformaldehyde was stirred at 150° C. for 5 hours. After the reaction mixture was cooled to room temperature, acetone was added. The mixture was filtered. The filtrate was concentrated. Hexane was added to the residue, as a result, a crystal was formed. The crystal was collected to obtain 1.52 g of 3-(pentafluoroethyl)-1H-1,2,4-triazole 1-ylmethanol. The reactants are CCc1cccc(C(CC)CC(O)(CO)C(F)(F)F)c1OC, CCc1cccc(C(C)C(C)C(O)(CO)C(F)(F)F)c1OC, CC=O, [Cl-], [NH4+], Oc1ccccc1, O=S(=O)=O, c1ccncc1. Yields the product CCc1cccc(C(CC)CC(O)(C=O)C(F)(F)F)c1OC. Reaction SMILES: [CH2:1]([CH3:2])[c:3]1[c:4]([O:21][CH3:22])[c:5]([CH:9]([CH2:10][C:11]([CH2:12][OH:13])([OH:14])[C:15]([F:16])([F:17])[F:18])[CH2:19][CH3:20])[cH:6][cH:7][cH:8]1.[CH2:23]([c:24]1[c:25]([O:26][CH3:27])[c:28]([CH:29]([CH3:30])[CH:31]([CH3:32])[C:33]([C:34]([F:35])([F:36])[F:37])([OH:38])[CH2:39][OH:40])[cH:41][cH:42][cH:43]1)[CH3:44].[CH3:52][C:53]=[O:54].[Cl-:65].[NH4+:66].[OH:45][c:46]1[cH:47][cH:48][cH:49][cH:50][cH:51]1.[S:55](=[O:56])(=[O:57])=[O:58].[cH:59]1[cH:60][cH:61][n:62][cH:63][cH:64]1>>[CH2:1]([CH3:2])[c:3]1[c:4]([O:21][CH3:22])[c:5]([CH:9]([CH2:10][C:11]([CH:12]=[O:13])([OH:14])[C:15]([F:16])([F:17])[F:18])[CH2:19][CH3:20])[cH:6][cH:7][cH:8]1. Reactants: CO, [Na+], [OH-], O, O=c1[nH]c2ccc(C3CCC(NCCCc4ccccc4)CC3)cc2o1. Yields the product CN(CCCc1ccccc1)C1CCC(c2ccc3[nH]c(=O)oc3c2)CC1. RXN SMILES: [CH3:30][OH:31].[Na+:29].[OH-:28].[OH2:27].[c:1]1([CH2:7][CH2:8][CH2:9][NH:10][CH:11]2[CH2:12][CH2:13][CH:14]([c:17]3[cH:18][c:19]4[c:20]([nH:21][c:22](=[O:24])[o:23]4)[cH:25][cH:26]3)[CH2:15][CH2:16]2)[cH:2][cH:3][cH:4][cH:5][cH:6]1>>[c:1]1([CH2:7][CH2:8][CH2:9][N:10]([CH:11]2[CH2:12][CH2:13][CH:14]([c:17]3[cH:18][c:19]4[c:20]([nH:21][c:22](=[O:24])[o:23]4)[cH:25][cH:26]3)[CH2:15][CH2:16]2)[CH3:30])[cH:2][cH:3][cH:4][cH:5][cH:6]1.